Dataset: the Open Reaction Database (ORD), a public repository of structured organic reaction records. Task: describe an organic reaction: reactants, conditions, products, and yield Reaction SMILES: [C:19]([Cl:20])(=[O:21])[C:23]([Cl:22])=[O:24].[CH2:1]([c:2]1[cH:3][cH:4][cH:5][cH:6][cH:7]1)[O:8][c:9]1[cH:10][cH:11][c:12]([CH3:18])[c:13]([C:14](=[O:15])[OH:16])[cH:17]1.[Cl:25][CH2:26][Cl:27]>>[CH2:1]([c:2]1[cH:3][cH:4][cH:5][cH:6][cH:7]1)[O:8][c:9]1[cH:10][cH:11][c:12]([CH3:18])[c:13]([C:14](=[O:15])[Cl:22])[cH:17]1. Product: Cc1ccc(OCc2ccccc2)cc1C(=O)Cl. Reactants: O=C(Cl)C(=O)Cl, Cc1ccc(OCc2ccccc2)cc1C(=O)O, ClCCl. The reactants are CC(=O)O[BH-](OC(C)=O)OC(C)=O, O=CC1CCC(NC(=O)c2cc(C(F)(F)F)ccc2Cl)CC1, ClCCl, Nc1cc(-c2ccc(F)cc2)n[nH]1, [Na+]. Yields the product O=C(NC1CCC(CNc2cc(-c3ccc(F)cc3)n[nH]2)CC1)c1cc(C(F)(F)F)ccc1Cl. As a reaction SMILES: [C:36]([O:37][BH-:38]([O:39][C:40](=[O:41])[CH3:42])[O:43][C:44](=[O:45])[CH3:46])(=[O:47])[CH3:48].[Cl:1][c:2]1[c:3]([C:4](=[O:5])[NH:6][CH:7]2[CH2:8][CH2:9][CH:10]([CH:13]=[O:14])[CH2:11][CH2:12]2)[cH:15][c:16]([C:19]([F:20])([F:21])[F:22])[cH:17][cH:18]1.[Cl:50][CH2:51][Cl:52].[F:23][c:24]1[cH:25][cH:26][c:27](-[c:30]2[n:31][nH:32][c:33]([NH2:35])[cH:34]2)[cH:28][cH:29]1.[Na+:49]>>[Cl:1][c:2]1[c:3]([C:4](=[O:5])[NH:6][CH:7]2[CH2:8][CH2:9][CH:10]([CH2:13][NH:35][c:33]3[nH:32][n:31][c:30](-[c:27]4[cH:26][cH:25][c:24]([F:23])[cH:29][cH:28]4)[cH:34]3)[CH2:11][CH2:12]2)[cH:15][c:16]([C:19]([F:20])([F:21])[F:22])[cH:17][cH:18]1. Starting materials: O=C1CCC(=O)N1Br, O=C(OOC(=O)c1ccccc1)c1ccccc1, ClC(Cl)(Cl)Cl, CC=C(F)C(=O)OCC. The product is CCOC(=O)C(F)=CCBr. Reaction SMILES: [Br:10][N:11]1[C:12](=[O:13])[CH2:14][CH2:15][C:16]1=[O:17].[C:18]([O:19][O:20][C:21](=[O:22])[c:23]1[cH:24][cH:25][cH:26][cH:27][cH:28]1)(=[O:29])[c:30]1[cH:31][cH:32][cH:33][cH:34][cH:35]1.[C:36]([Cl:37])([Cl:38])([Cl:39])[Cl:40].[F:1][C:2]([C:3](=[O:4])[O:5][CH2:6][CH3:7])=[CH:8][CH3:9]>>[F:1][C:2]([C:3](=[O:4])[O:5][CH2:6][CH3:7])=[CH:8][CH2:9][Br:10]. Starting materials: CC([C@@H](C(=O)NC)NC(=O)N1N=C(C=2CNCCC21)C2=C(C=CC(=C2)C(F)(F)F)F)(C)C ((S)-N-(3,3-dimethyl-1-(methylamino)-1-oxobutan-2-yl)-3-(2-fluoro-5-(trifluoromethyl)phenyl)-4,5,6,7-tetrahydro-1H-pyrazolo[4,3-c]pyridine-1-carboxamide), C=O (formaldehyde), CC([C@@H](C(=O)NC)NC(=O)N1N=C(C=2CN(CCC21)C)C2=C(C=C(C(=C2)F)F)F)(C)C ((S)-N-(3,3-dimethyl-1-(methylamino)-1-oxobutan-2-yl)-5-methyl-3-(2,4,5-trifluorophenyl)-4,5,6,7-tetrahydro-1H-pyrazolo[4,3-c]pyridine-1-carboxamide). Yields the product CC([C@@H](C(=O)NC)NC(=O)N1N=C(C=2CN(CCC21)C)C2=C(C=CC(=C2)C(F)(F)F)F)(C)C ((S)-N-(3,3-dimethyl-1-(methylamino)-1-oxobutan-2-yl)-3-(2-fluoro-5-(trifluoromethyl)phenyl)-5-methyl-4,5,6,7-tetrahydro-1H-pyrazolo[4,3-c]pyridine-1-carboxamide). Reaction SMILES: [CH3:1][C:2]([CH3:32])([CH3:31])[C@H:3]([NH:8][C:9]([N:11]1[C:19]2[CH2:18][CH2:17][NH:16][CH2:15][C:14]=2[C:13]([C:20]2[CH:25]=[C:24]([C:26]([F:29])([F:28])[F:27])[CH:23]=[CH:22][C:21]=2[F:30])=[N:12]1)=[O:10])[C:4]([NH:6][CH3:7])=[O:5].C=O.[CH3:35]C(C)(C)[C@H](NC(N1C2CCN(C)CC=2C(C2C=C(F)C(F)=CC=2F)=N1)=O)C(NC)=O>>[CH3:1][C:2]([CH3:32])([CH3:31])[C@H:3]([NH:8][C:9]([N:11]1[C:19]2[CH2:18][CH2:17][N:16]([CH3:35])[CH2:15][C:14]=2[C:13]([C:20]2[CH:25]=[C:24]([C:26]([F:28])([F:27])[F:29])[CH:23]=[CH:22][C:21]=2[F:30])=[N:12]1)=[O:10])[C:4]([NH:6][CH3:7])=[O:5]. Procedure: Compound 59 was prepared reductive amination of compound 58 with formaldehyde following the procedure as described for the synthesis of compound 37. LCMS (+ESI) m/z=456.2 [M+H]+.